From a dataset of the Open Reaction Database (ORD), a public repository of structured organic reaction records. describe an organic reaction: reactants, conditions, products, and yield The reactants are [Cl-].[Al+3].[Cl-].[Cl-] (aluminum chloride), CC1(OC2=CC(=CC=C2C(C1)(C)C)C)C (2,2,4,4,7-pentamethyl-chroman), CC1(OC2=CC(=CC=C2C(C1)(C)C)C)C (2,2,4,4,7-pentamethyl-chroman), C(C)(=O)Cl (acetyl chloride). The solvent is CCOCC (ether), O (water), [N+](=O)([O-])C (nitromethane). Reaction conditions: time 14 hour. Product: CC1(OC2=CC(=C(C=C2C(C1)(C)C)C(C)=O)C)C (2,2,4,4,7-Pentamethyl-6-acetyl-chroman). RXN SMILES: [CH3:1][C:2]1([CH3:15])[CH2:11][C:10]([CH3:13])([CH3:12])[C:9]2[C:4](=[CH:5][C:6]([CH3:14])=[CH:7][CH:8]=2)[O:3]1.[C:16](Cl)(=[O:18])[CH3:17].[Cl-].[Al+3].[Cl-].[Cl-]>[N+](C)([O-])=O.CCOCC.O>[CH3:1][C:2]1([CH3:15])[CH2:11][C:10]([CH3:13])([CH3:12])[C:9]2[C:4](=[CH:5][C:6]([CH3:14])=[C:7]([C:16](=[O:18])[CH3:17])[CH:8]=2)[O:3]1 |f:2.3.4.5|. Procedure details: To an ice-bath cooled solution of 1.96 g (9.6 mmol) of 2,2,4,4,7-pentamethyl-chroman (Compound 52) in 30 ml of nitromethane was added under argon 1.059 g (13.5 mmol) of acetyl chloride followed by 1.9 g (14.3 mmol) of aluminum chloride. The reaction mixture was stirred at room temperature for 14 h and then cooled in an ice-bath and treated with 25 ml of conc. HC1. The mixture was warmed to room temperature and diluted with ether and water. The organic layer was separated and the aqueous layer ex... Starting materials: CCOP(=O)(CC(F)(F)C(CO[Si](c1ccccc1)(c1ccccc1)C(C)(C)C)OC(=S)Oc1ccccc1)OCC, CCCC[SnH](CCCC)CCCC, Cc1ccccc1, CC(C)(C#N)N=NC(C)(C)C#N. Product: CCOP(=O)(CC(F)(F)CCO[Si](c1ccccc1)(c1ccccc1)C(C)(C)C)OCC. Reaction SMILES: [C:1]([CH3:2])([CH3:3])([CH3:4])[Si:5]([O:6][CH2:7][CH:8]([C:9]([CH2:10][P:11]([O:12][CH2:13][CH3:14])([O:15][CH2:16][CH3:17])=[O:18])([F:19])[F:20])[O:21][C:22]([O:23][c:24]1[cH:25][cH:26][cH:27][cH:28][cH:29]1)=[S:30])([c:31]1[cH:32][cH:33][cH:34][cH:35][cH:36]1)[c:37]1[cH:38][cH:39][cH:40][cH:41][cH:42]1.[CH2:43]([SnH:44]([CH2:45][CH2:46][CH2:47][CH3:48])[CH2:49][CH2:50][CH2:51][CH3:52])[CH2:53][CH2:54][CH3:55].[CH3:68][c:69]1[cH:70][cH:71][cH:72][cH:73][cH:74]1.[N:56]#[C:57][C:58]([N:59]=[N:60][C:61]([C:62]#[N:63])([CH3:64])[CH3:65])([CH3:66])[CH3:67]>>[C:1]([CH3:2])([CH3:3])([CH3:4])[Si:5]([O:6][CH2:7][CH2:8][C:9]([CH2:10][P:11]([O:12][CH2:13][CH3:14])([O:15][CH2:16][CH3:17])=[O:18])([F:19])[F:20])([c:31]1[cH:32][cH:33][cH:34][cH:35][cH:36]1)[c:37]1[cH:38][cH:39][cH:40][cH:41][cH:42]1. Reactants: C(C)(C)(C)C1=C(C(=CC(=C1O)C(C)(C)C)C)N(C)C (2,6-di-tertiary-butyl-dimethylamino- p-cresol), B(O)(O)O (boric acid). The solvent is C1(=CC=CC=C1)C (toluene). Reaction conditions: temperature 115 celsius, time 4 hour. The product is B(O)(O)OC1=C(C=C(C(=C1C(C)(C)C)N(C)C)C)C(C)(C)C (2,6-di-tertiary-butyl-dimethylamino-p-cresol borate). Isolated yield 254.5%. Reaction SMILES: [C:1]([C:5]1[C:10]([OH:11])=[C:9]([C:12]([CH3:15])([CH3:14])[CH3:13])[CH:8]=[C:7]([CH3:16])[C:6]=1[N:17]([CH3:19])[CH3:18])([CH3:4])([CH3:3])[CH3:2].[B:20](O)([OH:22])[OH:21]>C1(C)C=CC=CC=1>[B:20]([O:11][C:10]1[C:5]([C:1]([CH3:4])([CH3:2])[CH3:3])=[C:6]([N:17]([CH3:19])[CH3:18])[C:7]([CH3:16])=[CH:8][C:9]=1[C:12]([CH3:13])([CH3:15])[CH3:14])([OH:22])[OH:21]. Reported procedure: A mixture of 2,6-di-tertiary-butyl-dimethylamino- p-cresol (263 gm, one mole), boric acid (20.7 gm, 0.33 mole), and toluene (650 ml.) was heated while stirring vigorously at 115° C. for four hours and water (6.5 ml.) was collected by azeotropic distillation. At the end of the reaction,the unreacted, insoluble material was removed by filtration, and the toluene was removed under reduced pressure, leaving the product as a golden orange solid (258 gm) with a melting point of 73°-79°C. The reactants are OC1=C(C2=CC=C(C=C2C=C1S(=O)(=O)O)S(=O)(=O)O)N=NC1=C(C=C(C2=CC=CC=C12)S(=O)(=O)O)O (2-Hydroxy-1-(2-hydroxy-4-sulfo-1-naphthylazo)-3,6-naphthalenedisulfonic acid), C1=CC(=CC=C1N=NC2C(=NN(C2=O)C3=CC=C(C=C3)S(=O)(=O)[O-])C(=O)[O-])S(=O)(=O)[O-].[Na+].[Na+].[Na+] (trisodium salt). Product: OC1=C(C=CC=C1)N=NC1=C(C=CC=C1)O (1-Hydroxy-2-(2-hydroxyphenylazo)benzene). RXN SMILES: [OH:1][C:2]1[C:11](S(O)(=O)=O)=[CH:10][C:9]2[C:4](=CC=C(S(O)(=O)=O)C=2)[C:3]=1[N:20]=[N:21][C:22]1[C:31]2[C:26](=CC=CC=2)[C:25](S(O)(=O)=O)=[CH:24][C:23]=1[OH:36].C1C(N=NC2C(=O)N(C3C=CC(S([O-])(=O)=O)=CC=3)N=C2C([O-])=O)=CC=C(S([O-])(=O)=O)C=1.[Na+].[Na+].[Na+]>>[OH:36][C:23]1[CH:24]=[CH:25][CH:26]=[CH:31][C:22]=1[N:21]=[N:20][C:3]1[CH:4]=[CH:9][CH:10]=[CH:11][C:2]=1[OH:1] |f:1.2.3.4|. Procedure details: 2-Hydroxy-1-(2-hydroxy-4-sulfo-1-naphthylazo)-3,6-naphthalenedisulfonic acid, trisodium salt